Dataset: the Open Reaction Database (ORD), a public repository of structured organic reaction records. Task: describe an organic reaction: reactants, conditions, products, and yield Starting materials: solution, Cl (hydrogen chloride), ClC1=NC=NC2=CC(=C(C=C12)OC)OCC1CN(CCC1)C (4-chloro-6-methoxy-7-(N-methylpiperidin-3-ylmethoxy)quinazoline), NC=1C=C(C=CC1C)NC(=O)C1=CC(=NC=C1)N1CCOCC1 (N-(3-amino-4-methylphenyl)-2-morpholinopyridine-4-carboxamide). The solvent is C(C)OCC (diethyl ether). Product: COC=1C=C2C(=NC=NC2=CC1OCC1CN(CCC1)C)NC1=C(C=CC(=C1)NC(=O)C1=CC(=NC=C1)N1CCOCC1)C (6-Methoxy-7-(N-methylpiperidin-3-ylmethoxy)-4-[2-methyl-5-(2-morpholinopyridine-4-carboxamido)anilino]quinazoline). The yield is 34.0%. As a reaction SMILES: Cl.Cl[C:3]1[C:12]2[C:7](=[CH:8][C:9]([O:15][CH2:16][CH:17]3[CH2:22][CH2:21][CH2:20][N:19]([CH3:23])[CH2:18]3)=[C:10]([O:13][CH3:14])[CH:11]=2)[N:6]=[CH:5][N:4]=1.[NH2:24][C:25]1[CH:26]=[C:27]([NH:32][C:33]([C:35]2[CH:40]=[CH:39][N:38]=[C:37]([N:41]3[CH2:46][CH2:45][O:44][CH2:43][CH2:42]3)[CH:36]=2)=[O:34])[CH:28]=[CH:29][C:30]=1[CH3:31]>C(OCC)C>[CH3:14][O:13][C:10]1[CH:11]=[C:12]2[C:7](=[CH:8][C:9]=1[O:15][CH2:16][CH:17]1[CH2:22][CH2:21][CH2:20][N:19]([CH3:23])[CH2:18]1)[N:6]=[CH:5][N:4]=[C:3]2[NH:24][C:25]1[CH:26]=[C:27]([NH:32][C:33]([C:35]2[CH:40]=[CH:39][N:38]=[C:37]([N:41]3[CH2:46][CH2:45][O:44][CH2:43][CH2:42]3)[CH:36]=2)=[O:34])[CH:28]=[CH:29][C:30]=1[CH3:31]. Procedure: Using an analogous procedure to that described in Example 26 except that 3 equivalents of the 1M solution of hydrogen chloride in diethyl ether were used. 4-chloro-6-methoxy-7-(N-methylpiperidin-3-ylmethoxy)quinazoline was reacted with N-(3-amino-4-methylphenyl)-2-morpholinopyridine-4-carboxamide. The reaction product was purified by column chromatography on silica using an 89:10:1 mixture of methylene chloride, methanol and a saturated aqueous ammonium hydroxide solution as eluent. There was th...